From a dataset of the Open Reaction Database (ORD), a public repository of structured organic reaction records. describe an organic reaction: reactants, conditions, products, and yield Starting materials: CC1(NC(OC1)=O)CS(=O)(=O)CC(C(CO)O)O (4-methyl-4-((2,3,4-trihydroxybutylsulfonyl)methyl)oxazolidin-2-one), C(C)(C)(C)OCl (tert-butylhypochlorite). Solvent: CO (methanol). Reaction conditions: time 2 hour. Product: ClN1C(OCC1(CS(=O)(=O)CC(C(CO)O)O)C)=O (3-Chloro-4-methyl-4-((2,3,4-trihydroxybutylsulfonyl)methyl)oxazolidin-2-one). RXN SMILES: [CH3:1][C:2]1([CH2:8][S:9]([CH2:12][CH:13]([OH:18])[CH:14]([OH:17])[CH2:15][OH:16])(=[O:11])=[O:10])[CH2:6][O:5][C:4](=[O:7])[NH:3]1.C(O[Cl:24])(C)(C)C>CO>[Cl:24][N:3]1[C:2]([CH3:1])([CH2:8][S:9]([CH2:12][CH:13]([OH:18])[CH:14]([OH:17])[CH2:15][OH:16])(=[O:11])=[O:10])[CH2:6][O:5][C:4]1=[O:7]. Reported procedure: A solution of 4-methyl-4-((2,3,4-trihydroxybutylsulfonyl)methyl)oxazolidin-2-one (990 mg, 3.49 mmol) in methanol (5 ml) was cooled to 0° C. and tert-butylhypochlorite (400 ul, 3.35 mmol) was added drop-wise. The solution was stirred for 2 hours, concentrated in vacuo, and the residue purified by flash chromatography (5% to 20% methanol in dichloromethane) to afford the title compound as a mixture of diastereomers (364.5 mg, 1.147 mmol, 33%). 1H NMR (D2O, 400 MHz) δ 1.50 (s, 3H), 3.3-4.3 (m, 7H),... Reactants: Cl.ClCCC1=CN=C(S1)N (5-(2-chloroethyl)-2thiazolamine, monohydrochloride), N1=C(C=CC=C1)N1CCNCC1 (1-(2-pyridyl)piperazine), C([O-])(O)=O.[Na+] (sodium bicarbonate). The solvent is CN(C=O)C (dimethylformamide). Reaction conditions: time 18 hour. Yields the product N1=C(C=CC=C1)N1CCN(CC1)CCC1=CN=C(S1)N (5-[2-[4-(2-pyridinyl)-1-piperazinyl]ethyl]-2-thiazolamine). RXN SMILES: Cl.Cl[CH2:3][CH2:4][C:5]1[S:9][C:8]([NH2:10])=[N:7][CH:6]=1.[N:11]1[CH:16]=[CH:15][CH:14]=[CH:13][C:12]=1[N:17]1[CH2:22][CH2:21][NH:20][CH2:19][CH2:18]1.C(=O)(O)[O-].[Na+]>CN(C)C=O>[N:11]1[CH:16]=[CH:15][CH:14]=[CH:13][C:12]=1[N:17]1[CH2:18][CH2:19][N:20]([CH2:3][CH2:4][C:5]2[S:9][C:8]([NH2:10])=[N:7][CH:6]=2)[CH2:21][CH2:22]1 |f:0.1,3.4|. Procedure details: A mixture of 5.84 g of 5-(2-chloroethyl)-2thiazolamine, monohydrochloride (Example C), and 5.27 g of 1-(2-pyridyl)piperazine in 100 ml of dimethylformamide containing 12.3 g of sodium bicarbonate is stirred at 80°-90° C. for 18 hours. The mixture is filtered and the filtrate concentrated to dryness. Chromatography (medium-pressure liquid chromatography, silica gel, 5% methanol-95% chloroform) of the resulting oil affords 5-[2-[4-(2-pyridinyl)-1-piperazinyl]ethyl]-2-thiazolamine as a tan solid; m... Starting materials: [H-].[Al+3].[Li+].[H-].[H-].[H-] (lithium aluminum hydride), C(C1=CC=CC=C1)OC1=C(C=C(C=C1)C1(OCCO1)C)CC(=O)OC (Methyl 2-[2-benzyloxy-5-(2-methyl-1,3-dioxolan-2-yl)phenyl]acetate), O (Water). Run in C(C)OCC (diethyl ether). Product: C(C1=CC=CC=C1)OC1=C(C=C(C=C1)C1(OCCO1)C)CCO (2-[2-benzyloxy-5-(2-methyl-1,3-dioxolan-2-yl)phenyl]ethanol). Isolated yield 108.9%. As a reaction SMILES: [CH2:1]([O:8][C:9]1[CH:14]=[CH:13][C:12]([C:15]2([CH3:20])[O:19][CH2:18][CH2:17][O:16]2)=[CH:11][C:10]=1[CH2:21][C:22](OC)=[O:23])[C:2]1[CH:7]=[CH:6][CH:5]=[CH:4][CH:3]=1.[H-].[Al+3].[Li+].[H-].[H-].[H-].O>C(OCC)C>[CH2:1]([O:8][C:9]1[CH:14]=[CH:13][C:12]([C:15]2([CH3:20])[O:16][CH2:17][CH2:18][O:19]2)=[CH:11][C:10]=1[CH2:21][CH2:22][OH:23])[C:2]1[CH:7]=[CH:6][CH:5]=[CH:4][CH:3]=1 |f:1.2.3.4.5.6|. Procedure: Methyl 2-[2-benzyloxy-5-(2-methyl-1,3-dioxolan-2-yl)phenyl]acetate (9.0 g) was dissolved in 130 ml of diethyl ether, 1.0 g of lithium aluminum hydride in small portions was added to the solution with stirring under ice-cooling, and the mixture was subjected to 1 hour of reaction. Water was added in small portions to the reaction solution with stirring under ice-cooling, and the formed precipitates were removed by filtration. By concentrating the resulting filtrate under reduced pressure, 9.0 g o... Reactants: Clc1ccc(C2(CBr)CCC2)cc1, COc1ccc(OC)c(Sc2nc3c(N)ncnc3[nH]2)c1. The product is COc1ccc(OC)c(Sc2nc3c(N)ncnc3n2CC2(c3ccc(Cl)cc3)CCC2)c1. RXN SMILES: [Br:22][CH2:23][C:24]1([c:28]2[cH:29][cH:30][c:31]([Cl:34])[cH:32][cH:33]2)[CH2:25][CH2:26][CH2:27]1.[CH3:1][O:2][c:3]1[c:4]([S:11][c:12]2[nH:13][c:14]3[n:15][cH:16][n:17][c:18]([NH2:21])[c:19]3[n:20]2)[cH:5][c:6]([O:9][CH3:10])[cH:7][cH:8]1>>[CH3:1][O:2][c:3]1[c:4]([S:11][c:12]2[n:13]([CH2:23][C:24]3([c:28]4[cH:29][cH:30][c:31]([Cl:34])[cH:32][cH:33]4)[CH2:25][CH2:26][CH2:27]3)[c:14]3[n:15][cH:16][n:17][c:18]([NH2:21])[c:19]3[n:20]2)[cH:5][c:6]([O:9][CH3:10])[cH:7][cH:8]1. Product: CCCCCCCSCC(NC(C)C(=O)N1CCCC1C(=O)O)C(=O)O. The reactants are CCCCCCCSCC(NC(C)C(=O)N1CCCC1C(=O)O)C(=O)OCC, CCO, [Na+], [OH-]. RXN SMILES: [CH2:3]([CH3:4])[O:5][C:6](=[O:7])[CH:8]([CH2:9][S:10][CH2:11][CH2:12][CH2:13][CH2:14][CH2:15][CH2:16][CH3:17])[NH:18][CH:19]([CH3:20])[C:21](=[O:22])[N:23]1[CH:24]([C:25](=[O:26])[OH:27])[CH2:28][CH2:29][CH2:30]1.[CH3:31][CH2:32][OH:33].[Na+:2].[OH-:1]>>[O:5]=[C:6]([OH:7])[CH:8]([CH2:9][S:10][CH2:11][CH2:12][CH2:13][CH2:14][CH2:15][CH2:16][CH3:17])[NH:18][CH:19]([CH3:20])[C:21](=[O:22])[N:23]1[CH:24]([C:25](=[O:26])[OH:27])[CH2:28][CH2:29][CH2:30]1. The reactants are Cl.NCCC(=O)OCC (ethyl 3-aminopropanoate hydrochloride), FC1=C(C(=CC=C1)F)[N+](=O)[O-] (1,3-difluoro-2-nitrobenzene), C([O-])([O-])=O.[K+].[K+] (potassium carbonate). Run in C1CCOC1 (THF). Conditions: temperature 100 celsius, time 8 hour. Yields the product FC=1C(=C(C=CC1)NCCC(=O)OCC)[N+](=O)[O-] (ethyl 3-(3-fluoro-2-nitrophenylamino)propionate). Isolated yield 88.3%. As a reaction SMILES: Cl.[NH2:2][CH2:3][CH2:4][C:5]([O:7][CH2:8][CH3:9])=[O:6].[F:10][C:11]1[CH:16]=[CH:15][CH:14]=[C:13](F)[C:12]=1[N+:18]([O-:20])=[O:19].C(=O)([O-])[O-].[K+].[K+]>C1COCC1>[F:10][C:11]1[C:12]([N+:18]([O-:20])=[O:19])=[C:13]([NH:2][CH2:3][CH2:4][C:5]([O:7][CH2:8][CH3:9])=[O:6])[CH:14]=[CH:15][CH:16]=1 |f:0.1,3.4.5|. Procedure details: A round bottomed flask was charged with ethyl 3-aminopropanoate hydrochloride (1 g, 6.51 mmol), 1,3-difluoro-2-nitrobenzene (1.036 g, 6.51 mmol), potassium carbonate (2.70 g, 19.53 mmol), and a stirbar. THF (35 mL, 0.2 M) was added, and the mixture was stirred at 100° C. overnight. The mixture was concentrated with celite and purified by silica gel chromatography (eluting with hexanes/ethyl acetate) to yield ethyl 3-(3-fluoro-2-nitrophenylamino)propionate as a yellow amorphous solid (1.473 g, 5.... Reactants: Cc1c(B2OC(C)(C)C(C)(C)O2)cnn1C, CC(C)(C)OC(=O)NC1(c2ccc(-c3c(-c4ccccc4)oc4c(Cl)nccc4c3=O)cc2)CCC1, Cc1nn(C)c(C)c1-c1nccc2c(=O)c(-c3ccc(C4(NC(=O)OC(C)(C)C)CCC4)cc3)c(-c3ccccc3)oc12. The product is Cc1c(-c2nccc3c(=O)c(-c4ccc(C5(NC(=O)OC(C)(C)C)CCC5)cc4)c(-c4ccccc4)oc23)cnn1C. RXN SMILES: [CH3:80][n:81]1[c:82]([CH3:83])[c:84]([B:85]2[O:86][C:87]([CH3:88])([CH3:89])[C:90]([CH3:91])([CH3:92])[O:93]2)[cH:94][n:95]1.[Cl:44][c:45]1[n:46][cH:47][cH:48][c:49]2[c:50](=[O:51])[c:52](-[c:53]3[cH:54][cH:55][c:56]([C:57]4([NH:58][C:59](=[O:60])[O:61][C:62]([CH3:63])([CH3:64])[CH3:65])[CH2:66][CH2:67][CH2:68]4)[cH:69][cH:70]3)[c:71](-[c:72]3[cH:73][cH:74][cH:75][cH:76][cH:77]3)[o:78][c:79]12.[O:1]=[c:2]1[c:3](-[c:26]2[cH:27][cH:28][c:29]([C:32]3([NH:36][C:37]([O:38][C:39]([CH3:40])([CH3:41])[CH3:42])=[O:43])[CH2:33][CH2:34][CH2:35]3)[cH:30][cH:31]2)[c:4](-[c:20]2[cH:21][cH:22][cH:23][cH:24][cH:25]2)[o:5][c:6]2[c:7](-[c:12]3[c:13]([CH3:19])[n:14][n:15]([CH3:18])[c:16]3[CH3:17])[n:8][cH:9][cH:10][c:11]12>>[O:1]=[c:2]1[c:3](-[c:26]2[cH:27][cH:28][c:29]([C:32]3([NH:36][C:37]([O:38][C:39]([CH3:40])([CH3:41])[CH3:42])=[O:43])[CH2:33][CH2:34][CH2:35]3)[cH:30][cH:31]2)[c:4](-[c:20]2[cH:21][cH:22][cH:23][cH:24][cH:25]2)[o:5][c:6]2[c:7](-[c:12]3[cH:13][n:14][n:15]([CH3:18])[c:16]3[CH3:17])[n:8][cH:9][cH:10][c:11]12.